From a dataset of the Open Reaction Database (ORD), a public repository of structured organic reaction records. describe an organic reaction: reactants, conditions, products, and yield Starting materials: N(=[N+]=[N-])C1=C(C=C(C=C1)C=1C=C(C(=O)OC)C=CN1)C#N (methyl 2-(4-azido-3-cyanophenyl)isonicotinate), [H][H] (hydrogen). Reagents/catalysts: [C].[Pd] (Palladium-carbon). Run in CO (methanol). Yields the product NC1=C(C=C(C=C1)C=1C=C(C(=O)OC)C=CN1)C#N (methyl 2-(4-amino-3-cyanophenyl)isonicotinate). RXN SMILES: [N:1]([C:4]1[CH:9]=[CH:8][C:7]([C:10]2[CH:11]=[C:12]([CH:17]=[CH:18][N:19]=2)[C:13]([O:15][CH3:16])=[O:14])=[CH:6][C:5]=1[C:20]#[N:21])=[N+]=[N-].[H][H]>[C].[Pd].CO>[NH2:1][C:4]1[CH:9]=[CH:8][C:7]([C:10]2[CH:11]=[C:12]([CH:17]=[CH:18][N:19]=2)[C:13]([O:15][CH3:16])=[O:14])=[CH:6][C:5]=1[C:20]#[N:21] |f:2.3|. Procedure: Palladium-carbon was added to a methanol solution of methyl 2-(4-azido-3-cyanophenyl)isonicotinate, and the mixture was stirred in the presence of hydrogen gas at room temperature for 5 hours to obtain methyl 2-(4-amino-3-cyanophenyl)isonicotinate. AP: 254. Starting materials: C(#N)CN1C=2C=CC(=CC2C2=C1C(N(C1=CC=CC=C21)CC)=O)Cl (7-cyanomethyl-10-chloro-5-ethyl-7H-indolo[2,3-c]-quinolin-6(5H)-one), CN(C=O)C (dimethylformamide), O1CCCC1 (tetrahydrofuran). Reagents/catalysts: [Ni] (Raney nickel). Run in C(C)O (ethanol). Yields the product NCCN1C=2C=CC(=CC2C2=C1C(N(C1=CC=CC=C21)CC)=O)Cl (7-(2-aminoethyl)-10-chloro-5-ethyl-7H-indolo-[2,3-c]quinolin-6(5H)-one). As a reaction SMILES: [C:1]([CH2:3][N:4]1[C:12]2[C:13](=[O:23])[N:14]([CH2:21][CH3:22])[C:15]3[C:20]([C:11]=2[C:10]2[CH:9]=[C:8]([Cl:24])[CH:7]=[CH:6][C:5]1=2)=[CH:19][CH:18]=[CH:17][CH:16]=3)#[N:2].CN(C)C=O.O1CCCC1>[Ni].C(O)C>[NH2:2][CH2:1][CH2:3][N:4]1[C:12]2[C:13](=[O:23])[N:14]([CH2:21][CH3:22])[C:15]3[C:20]([C:11]=2[C:10]2[CH:9]=[C:8]([Cl:24])[CH:7]=[CH:6][C:5]1=2)=[CH:19][CH:18]=[CH:17][CH:16]=3. Procedure details: 5 g. of 7-cyanomethyl-10-chloro-5-ethyl-7H-indolo[2,3-c]-quinolin-6(5H)-one was dissolved in 200 ml. of boiling dimethylformamide. After cooling, 200 ml. of tetrahydrofuran, 100 ml. of ethanol and Raney nickel were added. The mixture was hydrogenated for 21/2 hours at atmospheric pressure. The catalyst was separated by filtration and the filtrate was evaporated. Crystallization of the residue from ethanol yielded 2.9 g. (57 percent) of 7-(2-aminoethyl)-10-chloro-5-ethyl-7H-indolo[2,3-c]quinolin-... Starting materials: CCNC(=O)Nc1ccc(-c2nc3c(c(N4CCOCC4CC)n2)CCNC3)cc1, FC(F)(F)CI. The product is CCNC(=O)Nc1ccc(-c2nc3c(c(N4CCOCC4CC)n2)CCN(CC(F)(F)F)C3)cc1. RXN SMILES: [CH2:1]([CH3:2])[NH:3][C:4](=[O:5])[NH:6][c:7]1[cH:8][cH:9][c:10](-[c:13]2[n:14][c:15]([N:23]3[CH:24]([CH2:29][CH3:30])[CH2:25][O:26][CH2:27][CH2:28]3)[c:16]3[c:17]([n:18]2)[CH2:19][NH:20][CH2:21][CH2:22]3)[cH:11][cH:12]1.[F:31][C:32]([CH2:33][I:34])([F:35])[F:36]>>[CH2:1]([CH3:2])[NH:3][C:4](=[O:5])[NH:6][c:7]1[cH:8][cH:9][c:10](-[c:13]2[n:14][c:15]([N:23]3[CH:24]([CH2:29][CH3:30])[CH2:25][O:26][CH2:27][CH2:28]3)[c:16]3[c:17]([n:18]2)[CH2:19][N:20]([CH2:33][C:32]([F:31])([F:35])[F:36])[CH2:21][CH2:22]3)[cH:11][cH:12]1. Starting materials: O[C@@H]1CC[C@H](CC1)NC(=O)[C@H]1[C@@H]([C@@]2([C@@H](N1)CC(C)(C)C)C(NC1=CC(=CC=C12)Cl)=O)C1=C(C(=CC=C1)Cl)F ((2′S,3′R,4′S,5′R)-6-chloro-4′-(3-chloro-2-fluoro-phenyl)-2′-(2,2-dimethyl-propyl)-2-oxo-1,2-dihydro-spiro[indole-3,3′-pyrrolidine]-5′-carboxylic acid (trans-4-hydroxy-cyclohexyl)-amide), C(C)(=O)Cl (acetyl chloride), N1=CC=CC=C1 (pyridine), O (water), C(C)(=O)OCC (ethyl acetate). Conditions: time 4 day. Yields the product C(C)(=O)N1C([C@@]2([C@@H](N([C@H]([C@@H]2C2=C(C(=CC=C2)Cl)F)C(=O)NC2CCC(CC2)OC(C)=O)C(C)=O)CC(C)(C)C)C2=CC=C(C=C12)Cl)=O (Acetic acid 4-{[(2′S,3′R,4′S,5′R)-1,1′-diacetyl-6-chloro-4′-(3-chloro-2-fluoro-phenyl)-2′-(2,2-dimethyl-propyl)-2-oxo-1,2-dihydro-spiro[indole-3,3′-pyrrolidine]-5′-carbonyl]-amino}-cyclohexyl ester). RXN SMILES: [OH:1][C@H:2]1[CH2:7][CH2:6][C@H:5]([NH:8][C:9]([C@@H:11]2[NH:15][C@@H:14]([CH2:16][C:17]([CH3:20])([CH3:19])[CH3:18])[C@:13]3([C:28]4[C:23](=[CH:24][C:25]([Cl:29])=[CH:26][CH:27]=4)[NH:22][C:21]3=[O:30])[C@H:12]2[C:31]2[CH:36]=[CH:35][CH:34]=[C:33]([Cl:37])[C:32]=2[F:38])=[O:10])[CH2:4][CH2:3]1.[C:39](Cl)(=[O:41])[CH3:40].[OH2:43].[C:44](OCC)(=[O:46])[CH3:45].N1[CH:55]=[CH:54]C=CC=1>>[C:39]([N:22]1[C:23]2[C:28](=[CH:27][CH:26]=[C:25]([Cl:29])[CH:24]=2)[C@@:13]2([C@@H:12]([C:31]3[CH:36]=[CH:35][CH:34]=[C:33]([Cl:37])[C:32]=3[F:38])[C@H:11]([C:9]([NH:8][CH:5]3[CH2:6][CH2:7][CH:2]([O:1][C:44](=[O:46])[CH3:45])[CH2:3][CH2:4]3)=[O:10])[N:15]([C:54](=[O:43])[CH3:55])[C@H:14]2[CH2:16][C:17]([CH3:20])([CH3:19])[CH3:18])[C:21]1=[O:30])(=[O:41])[CH3:40]. Reported procedure: To a solution of 281 mg (0.50 mmol) of (2′S,3′R,4′S,5′R)-6-chloro-4′-(3-chloro-2-fluoro-phenyl)-2′-(2,2-dimethyl-propyl)-2-oxo-1,2-dihydro-spiro[indole-3,3′-pyrrolidine]-5′-carboxylic acid (trans-4-hydroxy-cyclohexyl)-amide in 5.0 mL of pyridine under argon, was added 178 μL (2.50 mmol) of acetyl chloride. The resulting mixture was stirred at room temperature for 4 days, upon which it was poured into a mixture of water and ethyl acetate. The organic phase was separated and the aqueous phase was ... Starting materials: C(C1=CC=CC=C1)N1CC(CC1)C(C#N)(C1=CC=CC=C1)C1=CC=CC=C1 (α-(1-benzyl-3-pyrrolidinyl)-α,α-diphenylacetonitrile), N1=CC=CC=C1 (pyridine), ClC(=O)OC (methyl chloroformate), N1=CC=CC=C1 (pyridine), ClC(=O)OC (methyl chloroformate). Solvent: C(Cl)Cl (methylene chloride). Run at time 5 hour. The product is C(#N)C(C1CN(CC1)C(=O)OC)(C1=CC=CC=C1)C1=CC=CC=C1 (3-(Cyanodiphenylmethyl)-1-pyrrolidinecarboxylic acid, methyl ester). Yield: 68.7%. As a reaction SMILES: C([N:8]1[CH2:12][CH2:11][CH:10]([C:13]([C:22]2[CH:27]=[CH:26][CH:25]=[CH:24][CH:23]=2)([C:16]2[CH:21]=[CH:20][CH:19]=[CH:18][CH:17]=2)[C:14]#[N:15])[CH2:9]1)C1C=CC=CC=1.N1C=CC=CC=1.Cl[C:35]([O:37][CH3:38])=[O:36]>C(Cl)Cl>[C:14]([C:13]([C:22]1[CH:27]=[CH:26][CH:25]=[CH:24][CH:23]=1)([C:16]1[CH:17]=[CH:18][CH:19]=[CH:20][CH:21]=1)[CH:10]1[CH2:11][CH2:12][N:8]([C:35]([O:37][CH3:38])=[O:36])[CH2:9]1)#[N:15]. Reported procedure: To a solution of 36.5 g (0.10 mole) of α-(1-benzyl-3-pyrrolidinyl)-α,α-diphenylacetonitrile and 8.7 g (0.11 mole) of pyridine in methylene chloride was added dropwise at 25° C., 10.4 g (0.11 mole) of methyl chloroformate. The solution was refluxed for 16 hr. To the refluxing solution was added 26.1 g (0.33 mole) of pyridine and 31.2 g (0.33 mole) additional methyl chloroformate. Heating at reflux was continued for 5 hr. The mixture was cooled and washed four times with water. The methylene chlor...